Dataset: the Open Reaction Database (ORD), a public repository of structured organic reaction records. Task: describe an organic reaction: reactants, conditions, products, and yield The reactants are ClC1=NC=C(C(=N1)NC1=CC=C(C=C1)OCC#C)F (2-Chloro-5-fluoro-N4-[4-(prop-2-ynyloxy)phenyl]-4-pyrimidineamine), FC(C(=O)O)(F)F (trifluoroacetic acid), NS(=O)(=O)C=1C=C(N)C=CC1C (3-(aminosulfonyl)-4-methylaniline), CC1=C(C=C(C=C1)[N+](=O)[O-])S(=O)(=O)N (2-methyl-5-nitrobenzenesulfonamide). The solvent is Cl (HCl), CC(C)O (iPrOH). Conditions: temperature 100 celsius. The product is NS(=O)(=O)C=1C=C(C=CC1C)NC1=NC=C(C(=N1)NC1=CC=C(C=C1)OCC#C)F (N2-(3-Aminosulfonyl-4-methylphenyl)-5-fluoro-N4-[4-(prop-2-ynyloxy)phenyl]-2,4-pyrimidinediamine). As a reaction SMILES: Cl[C:2]1[N:7]=[C:6]([NH:8][C:9]2[CH:14]=[CH:13][C:12]([O:15][CH2:16][C:17]#[CH:18])=[CH:11][CH:10]=2)[C:5]([F:19])=[CH:4][N:3]=1.[NH2:20][S:21]([C:24]1[CH:25]=[C:26]([CH:28]=[CH:29][C:30]=1[CH3:31])[NH2:27])(=[O:23])=[O:22].CC1C=CC([N+]([O-])=O)=CC=1S(N)(=O)=O.FC(F)(F)C(O)=O>Cl.CC(O)C>[NH2:20][S:21]([C:24]1[CH:25]=[C:26]([NH:27][C:2]2[N:7]=[C:6]([NH:8][C:9]3[CH:14]=[CH:13][C:12]([O:15][CH2:16][C:17]#[CH:18])=[CH:11][CH:10]=3)[C:5]([F:19])=[CH:4][N:3]=2)[CH:28]=[CH:29][C:30]=1[CH3:31])(=[O:22])=[O:23]. Procedure: 2-Chloro-5-fluoro-N4-[4-(prop-2-ynyloxy)phenyl]-4-pyrimidineamine (0.514 g, 1.85 mmol), 3-(aminosulfonyl)-4-methylaniline (0.689 g, 3.70 mmol, made by reduction of commercially available 2-methyl-5-nitrobenzenesulfonamide or synthesized as described below), and trifluoroacetic acid (0.186 mL, 2.41 mmol) were combined with iPrOH (6.0 mL) in a sealed vial and heated at 100° C. for 3 h. The reaction mixture was cooled to room temperature and diluted with 1N HCl (80 mL). N2-(3-Aminosulfonyl-4-methyl... Starting materials: CO (methanol), C(#N)[BH3-].[Na+] (sodium cyanoborohydride), C(C)(C)OC1=CC(=C(C=C1)C1=C2C(=NO1)C1=CC=C(C=C1CC2)C=O)C(F)(F)F (3-(4-isopropoxy-2-(trifluoromethyl)phenyl)-4,5-dihydronaphtho[1,2-c]isoxazole-7-carbaldehyde), N1CC(C1)C(=O)O (azetidine-3-carboxylic acid). Reagents/catalysts: CC(=O)O (AcOH). Solvent: ClC(C)Cl (dichloroethane). Run at temperature 80 celsius, time 30 minute. Yields the product C(C)(C)OC1=CC(=C(C=C1)C1=C2C(=NO1)C1=CC=C(C=C1CC2)CN2CC(C2)C(=O)O)C(F)(F)F (1-((3-(4-isopropoxy-2-(trifluoromethyl)phenyl)-4,5-dihydronaphtho[1,2-c]isoxazol-7-yl)methyl)azetidine-3-carboxylic acid), C(=O)(C(F)(F)F)O (TFA). Yield: 41.0%. As a reaction SMILES: [CH:1]([O:4][C:5]1[CH:10]=[CH:9][C:8]([C:11]2[O:15][N:14]=[C:13]3[C:16]4[C:21]([CH2:22][CH2:23][C:12]=23)=[CH:20][C:19]([CH:24]=O)=[CH:18][CH:17]=4)=[C:7]([C:26]([F:29])([F:28])[F:27])[CH:6]=1)([CH3:3])[CH3:2].[NH:30]1[CH2:33][CH:32]([C:34]([OH:36])=[O:35])[CH2:31]1.C([BH3-])#N.[Na+].[CH3:41][OH:42]>ClC(Cl)C.CC(O)=O>[CH:1]([O:4][C:5]1[CH:10]=[CH:9][C:8]([C:11]2[O:15][N:14]=[C:13]3[C:16]4[C:21]([CH2:22][CH2:23][C:12]=23)=[CH:20][C:19]([CH2:24][N:30]2[CH2:33][CH:32]([C:34]([OH:36])=[O:35])[CH2:31]2)=[CH:18][CH:17]=4)=[C:7]([C:26]([F:28])([F:29])[F:27])[CH:6]=1)([CH3:3])[CH3:2].[C:41]([OH:35])([C:26]([F:29])([F:28])[F:27])=[O:42] |f:2.3|. Procedure: To 3-(4-isopropoxy-2-(trifluoromethyl)phenyl)-4,5-dihydronaphtho[1,2-c]isoxazole-7-carbaldehyde (Preparation 17C, 0.22 g, 0.548 mmol) in dichloroethane (2 mL) and methanol (2.000 mL) were sequentially added azetidine-3-carboxylic acid (0.066 g, 0.658 mmol) and 8 drops of AcOH at room temperature. The contents were heated at 80° C. for 75 minutes. The reaction mixture was cooled to room temperature and sodium cyanoborohydride (0.041 g, 0.658 mmol) was added in one lot. The contents were stirred a...